Dataset: the Open Reaction Database (ORD), a public repository of structured organic reaction records. Task: describe an organic reaction: reactants, conditions, products, and yield Starting materials: FC1=C(N)C=CC=C1 (2-fluoroaniline), C(C)(=O)OC(C)=O (acetic anhydride), C1=CC=CC=C1 (benzene). Product: FCC(=O)NC1=CC=CC=C1 (2-fluoroacetanilide). Reaction SMILES: [F:1][C:2]1C=CC=C[C:3]=1[NH2:4].C(OC(=O)C)(=[O:11])C.[CH:16]1[CH:21]=[CH:20][CH:19]=[CH:18][CH:17]=1>>[F:1][CH2:2][C:3]([NH:4][C:16]1[CH:21]=[CH:20][CH:19]=[CH:18][CH:17]=1)=[O:11]. Procedure details: In benzene, 2-fluoroaniline was acetylated with acetic anhydride to obtain 2-fluoroacetanilide. This 2-fluoroacetanilide was held in glacial acetic acid at 43°-52° C. and an equivalent of chlorine gas was introduced, whereby 2-fluoro-4-chloroacetanilide was obtained. This product was deacetylated with hydrochloric acid and neutralized with sodium hydroxide to recover 2-fluoro-4-chloroaniline as an oil boiling at 64°-65° C./0.25 mmHg. Reactants: NC=1C=C(C=CC1)C1NC(CC2=CC=CC=C12)=O (1-(3-aminophenyl)-1,4-dihydroisoquinol-3-one), S(=O)(=O)(C)Cl (mesyl chloride). Solvent: ClCCl (dichloromethane), C(C)N(CC)CC (triethylamine), ClCCl (dichloromethane). Reaction conditions: time 3 hour. Product: O.CS(=O)(=O)NC=1C=C(C=CC1)C1NC(CC2=CC=CC=C12)=O.CS(=O)(=O)NC=1C=C(C=CC1)C1NC(CC2=CC=CC=C12)=O (1-(3-Methanesulphonamidophenyl)-1,4-dihydroisoquinol-3-one hemihydrate). The yield is 48.7%. Reaction SMILES: [NH2:1][C:2]1[CH:3]=[C:4]([CH:8]2[C:17]3[C:12](=[CH:13][CH:14]=[CH:15][CH:16]=3)[CH2:11][C:10](=[O:18])[NH:9]2)[CH:5]=[CH:6][CH:7]=1.[S:19](Cl)([CH3:22])(=[O:21])=[O:20]>ClCCl.C(N(CC)CC)C>[OH2:18].[CH3:22][S:19]([NH:1][C:2]1[CH:3]=[C:4]([CH:8]2[C:17]3[C:12](=[CH:13][CH:14]=[CH:15][CH:16]=3)[CH2:11][C:10](=[O:18])[NH:9]2)[CH:5]=[CH:6][CH:7]=1)(=[O:21])=[O:20].[CH3:22][S:19]([NH:1][C:2]1[CH:3]=[C:4]([CH:8]2[C:17]3[C:12](=[CH:13][CH:14]=[CH:15][CH:16]=3)[CH2:11][C:10](=[O:18])[NH:9]2)[CH:5]=[CH:6][CH:7]=1)(=[O:21])=[O:20] |f:4.5.6|. Procedure: A solution of 1-(3-aminophenyl)-1,4-dihydroisoquinol-3-one (8.0 g) in dichloromethane (500 ml) and triethylamine (50 ml) was treated dropwise, at room temperature, with a solution of mesyl chloride (9.7 g) in dichloromethane (20 ml). After stirring for 3 h, the resulting precipitate (m.p. 251°-253° C.) was collected, washed with dichloromethane, water, and air dried. The product was stirred with a mixture of 10% aqueous sodium hydroxide (200 ml) and methanol (20 ml) at 50° C. for 1 h. The mixtur... Reaction SMILES: [C:1]([CH3:2])([CH3:3])([CH3:4])[O:5][C:6](=[O:7])[N:8]1[CH2:9][CH2:10][N:11]([c:18]2[cH:19][cH:20][c:21]([C:24]3=[CH:29][CH2:28][N:27]([C:30]([CH3:31])([CH3:32])[CH3:33])[CH2:26][CH2:25]3)[cH:22][n:23]2)[c:12]2[cH:13][cH:14][cH:15][cH:16][c:17]21.[CH3:34][CH2:35][O:36][C:37](=[O:38])[CH3:39].[Pt:40]=[O:41]>>[C:1]([CH3:2])([CH3:3])([CH3:4])[O:5][C:6](=[O:7])[N:8]1[CH2:9][CH2:10][N:11]([c:18]2[cH:19][cH:20][c:21]([CH:24]3[CH2:25][CH2:26][N:27]([C:30]([CH3:31])([CH3:32])[CH3:33])[CH2:28][CH2:29]3)[cH:22][n:23]2)[c:12]2[cH:13][cH:14][cH:15][cH:16][c:17]21. Reactants: CC(C)(C)OC(=O)N1CCN(c2ccc(C3=CCN(C(C)(C)C)CC3)cn2)c2ccccc21, CCOC(C)=O, O=[Pt]. The product is CC(C)(C)OC(=O)N1CCN(c2ccc(C3CCN(C(C)(C)C)CC3)cn2)c2ccccc21. Starting materials: C(CC(=O)OCC)(=O)OCC (diethyl malonate), [Na] (sodium), ClC1=CC=C(C=C1)NN (p-chlorophenylhydrazine). Solvent: C(C)O (ethanol). Conditions: time 15 minute. Product: ClC1=CC=C(C=C1)N1NC(CC1=O)=O (1-(p-chlorophenyl)-pyrazolidin-3,5-dione). RXN SMILES: [C:1]([O:9]CC)(=O)[CH2:2][C:3]([O:5]CC)=O.[Na].[Cl:13][C:14]1[CH:19]=[CH:18][C:17]([NH:20][NH2:21])=[CH:16][CH:15]=1>C(O)C>[Cl:13][C:14]1[CH:19]=[CH:18][C:17]([N:20]2[C:1](=[O:9])[CH2:2][C:3](=[O:5])[NH:21]2)=[CH:16][CH:15]=1 |^1:11|. Procedure: The starting material is prepared as follows: 20.0 g of diethyl malonate are added to 5.8 g of sodium metal dissolved in 100 ml of absolute ethanol. After stirring for 15 minutes, 17.8 g of p-chlorophenylhydrazine are added, and the resulting mixture is stripped to remove excess ethanol. The residue is heated at 110° to 120° for 4.5 hours, then quenched with 500 ml of ice-water. The resulting mixture is washed twice with diethyl ether and the aqueous layer is acidified with conc. hydrochloric ac... Product: C(CCC)(=O)OC(CC1=CC=C(C=C1)C1=CC=C(C=C1)OCCCCCCC)C (1-(4'-heptyloxybiphenyl-4-yl)-2-propyl butyrate). Reported procedure: Esterification of optically active 1-(4'-heptyloxybiphenyl-4-yl)-propane-2-ol (prepared from R-propylenoxide and 4'-heptyloxybiphenyl-4-yl-magnesiumbomide) with butyric acid in a similar way as described in example 2 yields optically active 1-(4'-heptyloxybiphenyl-4-yl)-2-propyl butyrate. In a similar way the following 2-propanol derivatives yield the corresponding esters by sterification with aliphatic carboxylic acids: ##STR60## As a reaction SMILES: [CH2:1]([O:8][C:9]1[CH:14]=[CH:13][C:12]([C:15]2[CH:20]=[CH:19][C:18]([CH2:21][CH:22]([OH:24])[CH3:23])=[CH:17][CH:16]=2)=[CH:11][CH:10]=1)[CH2:2][CH2:3][CH2:4][CH2:5][CH2:6][CH3:7].[C:25](O)(=[O:29])[CH2:26][CH2:27][CH3:28]>>[C:25]([O:24][CH:22]([CH3:23])[CH2:21][C:18]1[CH:19]=[CH:20][C:15]([C:12]2[CH:13]=[CH:14][C:9]([O:8][CH2:1][CH2:2][CH2:3][CH2:4][CH2:5][CH2:6][CH3:7])=[CH:10][CH:11]=2)=[CH:16][CH:17]=1)(=[O:29])[CH2:26][CH2:27][CH3:28]. Reactants: C(CCCCCC)OC1=CC=C(C=C1)C1=CC=C(C=C1)CC(C)O (1-(4'-heptyloxybiphenyl-4-yl)-propane-2-ol), C(CCC)(=O)O (butyric acid). The solvent is C1CCOC1 (THF), C1(=CC=CC=C1)C (toluene), C1CCOC1 (THF). Procedure details: To a solution of BH3.THF (0.9 mmol) in 20 mL anhydrous THF, was added dropwise at room temperature 158 mL (S)-2-methyl-CBS-oxazaborolidine in toluene and the mixture stirred for 5 min. To this mixture was slowly added methyl 4-(4-fluoro-3-methyl-phenyl)-4-oxo-butyric acid methyl ester (354 mg) in 5 mL THF and stirring continued for 30 min at 25° C. Saturated ammonium chloride (30 mL) was slowly added and the resulting mixture extracted with ethyl acetate (3×40 mL). The combined organic layers we... Conditions: time 5 minute. The product is FC1=C(C=C(C=C1)[C@@H](CCC(=O)OC)O)C ((R)-Methyl 4-(4-fluoro-3-methyl-phenyl)-4-hydroxy-butanoate). Reaction SMILES: B.C1COCC1.B1(C)OC(C2C=CC=CC=2)(C2C=CC=CC=2)[C@H]2N1CCC2.[CH3:28][O:29][C:30](=[O:44])[CH:31](C)[CH2:32][C:33]([C:35]1[CH:40]=[CH:39][C:38]([F:41])=[C:37]([CH3:42])[CH:36]=1)=[O:34].[Cl-].[NH4+]>C1COCC1.C1(C)C=CC=CC=1>[F:41][C:38]1[CH:39]=[CH:40][C:35]([C@H:33]([OH:34])[CH2:32][CH2:31][C:30]([O:29][CH3:28])=[O:44])=[CH:36][C:37]=1[CH3:42] |f:0.1,4.5|. Isolated yield 86.0%. The reactants are B.C1CCOC1 (BH3.THF), B1(N2CCC[C@H]2C(O1)(C3=CC=CC=C3)C4=CC=CC=C4)C ((S)-2-methyl-CBS-oxazaborolidine), [Cl-].[NH4+] (ammonium chloride), COC(C(CC(=O)C1=CC(=C(C=C1)F)C)C)=O (methyl 4-(4-fluoro-3-methyl-phenyl)-4-oxo-butyric acid methyl ester).